From a dataset of the Open Reaction Database (ORD), a public repository of structured organic reaction records. describe an organic reaction: reactants, conditions, products, and yield The reactants are Cl.BrC=1N=C(N2C1C(=NC=C2)C)[C@H]2CNCC2 ((R)-1-bromo-8-methyl-3-(pyrrolidin-3-yl)imidazo[1,5-a]pyrazine hydrochloride), Cl.BrC=1N=C(N2C1C(=NC=C2)C)[C@@H]2CNCC2 ((S)-1-bromo-8-methyl-3-(pyrrolidin-3-yl)imidazo[1,5-a]pyrazine hydrochloride), C(C)(C)N(C(C)C)CC (N,N-diisopropylethylamine), COCC(=O)Cl (methoxyacetyl chloride). Solvent: ClCCl (dichloromethane), ClCCl (dichloromethane), ClCCl (dichloromethane). Conditions: time 1 hour. Product: Cl.BrC=1N=C(N2C1C(=NC=C2)C)[C@@H]2CNCC2 ((S)-1-Bromo-8-methyl-3-(pyrrolidin-3-yl)imidazo[1,5-a]pyrazine hydrochloride), BrC=1N=C(N2C1C(=NC=C2)C)[C@@H]2CN(CC2)C(COC)=O ((S)-1-(3-(1-bromo-8-methylimidazo[1,5-a]pyrazin-3-yl)pyrrolidin-1-yl)-2-methoxyethanone). Reaction SMILES: Cl.[Br:2][C:3]1[N:4]=[C:5]([C@@H:13]2[CH2:17][CH2:16][NH:15][CH2:14]2)[N:6]2[CH:11]=[CH:10][N:9]=[C:8]([CH3:12])[C:7]=12.Cl.[Br:19][C:20]1[N:21]=[C:22]([C@H:30]2[CH2:34][CH2:33][NH:32][CH2:31]2)[N:23]2[CH:28]=[CH:27][N:26]=[C:25]([CH3:29])[C:24]=12.C(N(CC)C(C)C)(C)C.[CH3:44][O:45][CH2:46][C:47]([Cl:49])=[O:48]>ClCCl>[ClH:49].[Br:2][C:3]1[N:4]=[C:5]([C@H:13]2[CH2:17][CH2:16][NH:15][CH2:14]2)[N:6]2[CH:11]=[CH:10][N:9]=[C:8]([CH3:12])[C:7]=12.[Br:19][C:20]1[N:21]=[C:22]([C@H:30]2[CH2:34][CH2:33][N:32]([C:47](=[O:48])[CH2:46][O:45][CH3:44])[CH2:31]2)[N:23]2[CH:28]=[CH:27][N:26]=[C:25]([CH3:29])[C:24]=12 |f:0.1,2.3,7.8|. Procedure details: (S)-1-Bromo-8-methyl-3-(pyrrolidin-3-yl)imidazo[1,5-a]pyrazine hydrochloride was prepared in a similar way as (R)-1-bromo-8-methyl-3-(pyrrolidin-3-yl)imidazo[1,5-a]pyrazine hydrochloride. To (S)-1-bromo-8-methyl-3-(pyrrolidin-3-yl)imidazo[1,5-a]pyrazine hydrochloride (0.31 mmol, 100 mg) in dichloromethane (5 ml) and N,N-diisopropylethylamine (1.778 mmol, 0.311 ml) at 0° C. was added a solution of methoxyacetyl chloride (0.534 mmol, 0.049 ml) in dichloromethane (0.5 ml). After stirring for one ho...